Dataset: the Open Reaction Database (ORD), a public repository of structured organic reaction records. Task: describe an organic reaction: reactants, conditions, products, and yield Starting materials: FC(C1=CC=C(C(=O)O)C=C1)F (4-(difluoromethyl)benzoic acid), Cl (HCl), CO (MeOH). The product is FC(C1=CC=C(C(=O)OC)C=C1)F (Methyl 4-(difluoromethyl)benzoate). RXN SMILES: [F:1][CH:2]([F:12])[C:3]1[CH:11]=[CH:10][C:6]([C:7]([OH:9])=[O:8])=[CH:5][CH:4]=1.Cl.[CH3:14]O>>[F:1][CH:2]([F:12])[C:3]1[CH:4]=[CH:5][C:6]([C:7]([O:9][CH3:14])=[O:8])=[CH:10][CH:11]=1. Reported procedure: A solution of 4-(difluoromethyl)benzoic acid (5.47 g, 31.8 mmol) in MeOH (100 mL) was treated with concentrated aq HCl (0.5 mL, 6.0 mmol), and the reaction mixture was heated to reflux. After 24 hr the solution was cooled to ambient temperature and concentrated in vacuo. The residue was taken up in Et2O and washed with saturated aqueous NaHCO3 solution and brine, dried over MgSO4, filtered, and concentrated in vacuo. The result was 5.82 g (98%) of the title compound as a white solid. 1H NMR (300...